From a dataset of the Open Reaction Database (ORD), a public repository of structured organic reaction records. describe an organic reaction: reactants, conditions, products, and yield The reactants are C1(CCCCC1)P(C1=C(C=CC=C1)C1=C(C=C(C=C1C(C)C)C(C)C)C(C)C)C1CCCCC1 (2-dicyclohexylphosphino-2′,4′,6′-triisopropylbiphenyl), IC=1C=C(C=CC1)O (3-iodophenol), C([O-])([O-])=O.[Cs+].[Cs+] (cesium carbonate), C1(CCCCC1)P(C1=C(C=CC=C1)C1=C(C=C(C=C1C(C)C)C(C)C)C(C)C)C1CCCCC1 (2-dicyclohexylphosphino-2′,4′,6′-triisopropylbiphenyl), NC1=C(C(=O)OC(C)(C)C)C=CC(=C1)CCC1=CC2=C(OCCO2)C=C1 (tert-butyl 2-amino-4-(2-(2,3-dihydro[1,4]benzodioxin-6-yl)ethyl)benzoate), IC=1C=C(C=CC1)O (3-iodophenol), C([O-])([O-])=O.[Cs+].[Cs+] (cesium carbonate), C1(CCCCC1)P(C1=C(C=CC=C1)C1=C(C=C(C=C1C(C)C)C(C)C)C(C)C)C1CCCCC1 (2-dicyclohexylphosphino-2′,4′,6′-triisopropylbiphenyl), C1(CCCCC1)P(C1=C(C=CC=C1)C1=C(C=C(C=C1C(C)C)C(C)C)C(C)C)C1CCCCC1 (2-dicyclohexylphosphino-2′,4′,6′-triisopropylbiphenyl). Reported procedure: To toluene 3.0 mL solution of tert-butyl 2-amino-4-(2-(2,3-dihydro[1,4]benzodioxin-6-yl)ethyl)benzoate 0.14 g were added 3-iodophenol 0.22 g, cesium carbonate 0.52 g, tris(dibenzylideneacetone)dipalladium(0) 3.7 mg, palladium acetate 1.8 mg and 2-dicyclohexylphosphino-2′,4′,6′-triisopropylbiphenyl 9.5 mg at room temperature, and it was stirred at 110° C. for 6 hours. Tris(dibenzylideneacetone)dipalladium(0) 3.7 mg, palladium acetate 1.8 mg and 2-dicyclohexylphosphino-2′,4′,6′-triisopropylbipheny... Reaction conditions: temperature 110 celsius, time 6 hour. Yields the product O1CCOC2=C1C=CC(=C2)CCC2=CC(=C(C(=O)OC(C)(C)C)C=C2)NC2=CC(=CC=C2)O (tert-butyl 4-(2-(2,3-dihydro[1,4]benzodioxin-6-yl)ethyl)-2-((3-hydroxyphenyl)amino)benzoate). RXN SMILES: [NH2:1][C:2]1[CH:14]=[C:13]([CH2:15][CH2:16][C:17]2[CH:26]=[CH:25][C:20]3[O:21][CH2:22][CH2:23][O:24][C:19]=3[CH:18]=2)[CH:12]=[CH:11][C:3]=1[C:4]([O:6][C:7]([CH3:10])([CH3:9])[CH3:8])=[O:5].I[C:28]1[CH:29]=[C:30]([OH:34])[CH:31]=[CH:32][CH:33]=1.C(=O)([O-])[O-].[Cs+].[Cs+].C1(P(C2CCCCC2)C2C=CC=CC=2C2C(C(C)C)=CC(C(C)C)=CC=2C(C)C)CCCCC1>C1C=CC(/C=C/C(/C=C/C2C=CC=CC=2)=O)=CC=1.C1C=CC(/C=C/C(/C=C/C2C=CC=CC=2)=O)=CC=1.C1C=CC(/C=C/C(/C=C/C2C=CC=CC=2)=O)=CC=1.[Pd].[Pd].C([O-])(=O)C.[Pd+2].C([O-])(=O)C.C1(C)C=CC=CC=1>[O:21]1[C:20]2[CH:25]=[CH:26][C:17]([CH2:16][CH2:15][C:13]3[CH:12]=[CH:11][C:3]([C:4]([O:6][C:7]([CH3:10])([CH3:9])[CH3:8])=[O:5])=[C:2]([NH:1][C:28]4[CH:33]=[CH:32][CH:31]=[C:30]([OH:34])[CH:29]=4)[CH:14]=3)=[CH:18][C:19]=2[O:24][CH2:23][CH2:22]1 |f:2.3.4,6.7.8.9.10,11.12.13|. Run in C1(=CC=CC=C1)C (toluene). Reagents/catalysts: C=1C=CC(=CC1)/C=C/C(=O)/C=C/C2=CC=CC=C2.C=1C=CC(=CC1)/C=C/C(=O)/C=C/C2=CC=CC=C2.C=1C=CC(=CC1)/C=C/C(=O)/C=C/C2=CC=CC=C2.[Pd].[Pd] (Tris(dibenzylideneacetone)dipalladium(0)), C(C)(=O)[O-].[Pd+2].C(C)(=O)[O-] (palladium acetate), C=1C=CC(=CC1)/C=C/C(=O)/C=C/C2=CC=CC=C2.C=1C=CC(=CC1)/C=C/C(=O)/C=C/C2=CC=CC=C2.C=1C=CC(=CC1)/C=C/C(=O)/C=C/C2=CC=CC=C2.[Pd].[Pd] (tris(dibenzylideneacetone)dipalladium(0)), C(C)(=O)[O-].[Pd+2].C(C)(=O)[O-] (palladium acetate), C=1C=CC(=CC1)/C=C/C(=O)/C=C/C2=CC=CC=C2.C=1C=CC(=CC1)/C=C/C(=O)/C=C/C2=CC=CC=C2.C=1C=CC(=CC1)/C=C/C(=O)/C=C/C2=CC=CC=C2.[Pd].[Pd] (tris(dibenzylideneacetone)dipalladium(0)), C(C)(=O)[O-].[Pd+2].C(C)(=O)[O-] (palladium acetate), C=1C=CC(=CC1)/C=C/C(=O)/C=C/C2=CC=CC=C2.C=1C=CC(=CC1)/C=C/C(=O)/C=C/C2=CC=CC=C2.C=1C=CC(=CC1)/C=C/C(=O)/C=C/C2=CC=CC=C2.[Pd].[Pd] (Tris(dibenzylideneacetone)dipalladium(0)), C(C)(=O)[O-].[Pd+2].C(C)(=O)[O-] (palladium acetate).